This data is from the Open Reaction Database (ORD), a public repository of structured organic reaction records. The task is: describe an organic reaction: reactants, conditions, products, and yield Reactants: C(C)(=O)OCC (ethyl acetate), N(=[N+]=[N-])C(C)C=1N=C2N(C(C1C1=CC(=CC(=C1)F)F)=O)C=CS2 (7-(1-azidoethyl)-6-(3,5-difluorophenyl)-5H-[1,3]thiazolo[3,2-a]pyrimidin-5-one), CP(C)C (trimethylphosphine). Run in O1CCCC1 (tetrahydrofuran), O (water), O1CCCC1 (tetrahydrofuran). Run at time 1 hour. The product is NC(C)C=1N=C2N(C(C1C1=CC(=CC(=C1)F)F)=O)C=CS2 (7-(1-aminoethyl)-6-(3,5-difluorophenyl)-5H-[1,3]thiazolo[3,2-a]pyrimidin-5-one). Yield: 88.6%. Reaction SMILES: [N:1]([CH:4]([C:6]1[N:7]=[C:8]2[S:23][CH:22]=[CH:21][N:9]2[C:10](=[O:20])[C:11]=1[C:12]1[CH:17]=[C:16]([F:18])[CH:15]=[C:14]([F:19])[CH:13]=1)[CH3:5])=[N+]=[N-].CP(C)C.C(OCC)(=O)C>O1CCCC1.O>[NH2:1][CH:4]([C:6]1[N:7]=[C:8]2[S:23][CH:22]=[CH:21][N:9]2[C:10](=[O:20])[C:11]=1[C:12]1[CH:17]=[C:16]([F:18])[CH:15]=[C:14]([F:19])[CH:13]=1)[CH3:5]. Procedure: To a stirred solution of 7-(1-azidoethyl)-6-(3,5-difluorophenyl)-5H-[1,3]thiazolo[3,2-a]pyrimidin-5-one (0.295 g, 0.885 mmol) in tetrahydrofuran (5 mL) and water (1 mL) was added 1.00 M of trimethylphosphine in tetrahydrofuran (1.06 mL, 1.06 mmol) at room temperature and the mixture was stirred at room temperature for 1 hour. To the mixture was added ethyl acetate, and the mixture was extracted with aqueous 1 N HCl solution (three times). The combined extract was neutralized with solid NaHCO3 an... Starting materials: C(C)(C)OC(=O)N1CCC(CC1)ON=C1CCN(CC1)C1=C(C=C(C(=C1)F)C1SCCCS1)F (4-[1-(4-[1,3]-Dithian-2-yl-2,5-difluoro-phenyl)-piperidin-4-ylideneaminooxy]-piperidine-1-carboxylic acid isopropyl ester), C1=CC(=CC(=C1)Cl)C(=O)OO (mCPBA). Solvent: C(Cl)Cl (DCM), C(Cl)Cl (DCM). Run at time 2 day. Yields the product C(C)(C)OC(=O)N1CCC(CC1)ON=C1CCN(CC1)C1=C(C=C(C(=C1)F)C1S(CCCS1)=O)F (4-{1-[2,5-Difluoro-4-(1-oxo-1 lambda*4*-[1,3]dithian-2-yl)-phenyl]-piperidin-4-ylideneaminooxy}-piperidine-1-carboxylic acid isopropyl ester). RXN SMILES: [CH:1]([O:4][C:5]([N:7]1[CH2:12][CH2:11][CH:10]([O:13][N:14]=[C:15]2[CH2:20][CH2:19][N:18]([C:21]3[CH:26]=[C:25]([F:27])[C:24]([CH:28]4[S:33][CH2:32][CH2:31][CH2:30][S:29]4)=[CH:23][C:22]=3[F:34])[CH2:17][CH2:16]2)[CH2:9][CH2:8]1)=[O:6])([CH3:3])[CH3:2].C1C=C(Cl)C=C(C(OO)=[O:43])C=1>C(Cl)Cl>[CH:1]([O:4][C:5]([N:7]1[CH2:12][CH2:11][CH:10]([O:13][N:14]=[C:15]2[CH2:20][CH2:19][N:18]([C:21]3[CH:26]=[C:25]([F:27])[C:24]([CH:28]4[S:33][CH2:32][CH2:31][CH2:30][S:29]4=[O:43])=[CH:23][C:22]=3[F:34])[CH2:17][CH2:16]2)[CH2:9][CH2:8]1)=[O:6])([CH3:3])[CH3:2]. Reported procedure: 21a (55 mg) was dissolved in 0.5 mL of DCM and cooled to −78° C. mCPBA (24 mg, 1 eq) in 1 mL of DCM was added and the mixture was stirred at room temperature for 2 days. The solution was washed with aqueous Na2CO3 twice then with water and the crude material obtained was purified on preparative HPLC to give 21-1 as a 15:85 mixture of diastereoisomers: LC-MS 530.2 (MH), tR=5.58 (Method 5). EC50: 143 nM. Starting materials: C[Sn](C)(C)c1ccc(C2=NOC(CO)C2)s1, O=C1OC(Cn2ccnn2)CN1c1ccc(I)cc1, c1coc(P(c2ccco2)c2ccco2)c1. Yields the product O=C1OC(Cn2ccnn2)CN1c1ccc(-c2ccc(C3=NOC(CO)C3)s2)cc1. RXN SMILES: [CH3:20][Sn:21]([c:22]1[cH:23][cH:24][c:25]([C:27]2=[N:28][O:29][CH:30]([CH2:32][OH:33])[CH2:31]2)[s:26]1)([CH3:34])[CH3:35].[I:1][c:2]1[cH:3][cH:4][c:5]([N:8]2[C:9](=[O:19])[O:10][CH:11]([CH2:13][n:14]3[n:15][n:16][cH:17][cH:18]3)[CH2:12]2)[cH:6][cH:7]1.[o:36]1[cH:37][cH:38][cH:39][c:40]1[P:41]([c:42]1[o:43][cH:44][cH:45][cH:46]1)[c:47]1[o:48][cH:49][cH:50][cH:51]1>>[c:2]1(-[c:22]2[cH:23][cH:24][c:25]([C:27]3=[N:28][O:29][CH:30]([CH2:32][OH:33])[CH2:31]3)[s:26]2)[cH:3][cH:4][c:5]([N:8]2[C:9](=[O:19])[O:10][CH:11]([CH2:13][n:14]3[n:15][n:16][cH:17][cH:18]3)[CH2:12]2)[cH:6][cH:7]1. The reactants are O1C(CCCC1)O[C@H]1C[C@@H](CC2=CC[C@H]3[C@@H]4CC[C@H]([C@@H](CC[C@@H](C(C)(C)OC(C)OCC)F)C)[C@]4(CC[C@@H]3[C@@]12C)C)OC1OCCCC1 ([1α,3β,24S]-1,3-bis-[(tetrahydro-2H-pyran-2-yl)oxy]-25-(1-ethoxyethoxy)-24-fluorocholest-5-ene), O.C1(=CC=C(C=C1)S(=O)(=O)O)C (p-toluenesulfonic acid monohydrate). Solvent: CO (methanol). Conditions: time 0.5 hour. The product is F[C@H](C(C)(C)O)CC[C@@H](C)[C@H]1CC[C@H]2[C@@H]3CC=C4C[C@H](C[C@@H]([C@]4(C)[C@H]3CC[C@]12C)O)O ([1α,3β,24S]-24-fluorocholest-5-en-1,3,25-triol). As a reaction SMILES: O1CCCCC1[O:7][C@@H:8]1[C@@:39]2([CH3:40])[C:12](=[CH:13][CH2:14][C@@H:15]3[C@@H:38]2[CH2:37][CH2:36][C@@:35]2([CH3:41])[C@H:16]3[CH2:17][CH2:18][C@@H:19]2[C@H:20]([CH3:34])[CH2:21][CH2:22][C@H:23]([F:33])[C:24]([O:27]C(OCC)C)([CH3:26])[CH3:25])[CH2:11][C@@H:10]([O:42]C2CCCCO2)[CH2:9]1.O.C1(C)C=CC(S(O)(=O)=O)=CC=1>CO>[F:33][C@@H:23]([CH2:22][CH2:21][C@H:20]([C@@H:19]1[C@:35]2([CH3:41])[C@H:16]([C@H:15]3[C@H:38]([CH2:37][CH2:36]2)[C@:39]2([CH3:40])[C:12]([CH2:11][C@@H:10]([OH:42])[CH2:9][C@@H:8]2[OH:7])=[CH:13][CH2:14]3)[CH2:17][CH2:18]1)[CH3:34])[C:24]([OH:27])([CH3:25])[CH3:26] |f:1.2|. Reported procedure: A mixture of 0.356 g. (0.00053 mole) of [1α,3β,24S]-1,3-bis-[(tetrahydro-2H-pyran-2-yl)oxy]-25-(1-ethoxyethoxy)-24-fluorocholest-5-ene, 15 ml. of methanol and 0.05 g. of p-toluenesulfonic acid monohydrate was stirred at 25° for 3 hr. The mixture was quenched with 0.25 g. of sodium bicarbonate and stirring for 0.5 hr. The mixture was evaporated to dryness. The residue was triturated with ethyl acetate, filtered, and evaporated to dryness to yield [1α,3β,24S]-24-fluorocholest-5-en-1,3,25-triol. Reactants: CC1(OC2=C(C(=N1)C1=NC=CC=C1)C=CC=C2)C (2,2-Dimethyl-4-(2-pyridyl)-2H-1,3-benzoxazine), S(O)(O)(=O)=O (sulfuric acid), [N+](=O)(O)[O-] (nitric acid), [OH-].[Na+] (sodium hydroxide), C([O-])(O)=O (bicarbonate). Run in C(C)(=O)O (acetic acid). Reaction conditions: time 10 minute. Product: [N+](=O)([O-])C=1C=CC2=C(C(=NC(O2)(C)C)C2=NC=CC=C2)C1 (6-nitro-2,2-dimethyl-4-(2-pyridyl)-2H-1,3-benzoxazine). As a reaction SMILES: [CH3:1][C:2]1([CH3:18])[N:7]=[C:6]([C:8]2[CH:13]=[CH:12][CH:11]=[CH:10][N:9]=2)[C:5]2[CH:14]=[CH:15][CH:16]=[CH:17][C:4]=2[O:3]1.S(=O)(=O)(O)O.[N+:24]([O-])([OH:26])=[O:25].[OH-].[Na+].C(=O)(O)[O-]>C(O)(=O)C>[N+:24]([C:15]1[CH:16]=[CH:17][C:4]2[O:3][C:2]([CH3:18])([CH3:1])[N:7]=[C:6]([C:8]3[CH:13]=[CH:12][CH:11]=[CH:10][N:9]=3)[C:5]=2[CH:14]=1)([O-:26])=[O:25] |f:3.4|. Procedure details: 2,2-Dimethyl-4-(2-pyridyl)-2H-1,3-benzoxazine (0.50 g) was dissolved in acetic acid (1 ml) and to the solution was added conc. sulfuric acid (3 ml) with ice-cooling. Conc. nitric acid (0.2 ml) was then added to the mixture, and the mixture was stirred for 10 minutes with ice-cooling. The reaction mixture was added slowly to a thoroughly cooled mixture of an aqueous 5N sodium hydroxide solution (50 ml) and saturated bicarbonate solution (20 ml) to quench the reaction. The mixture was extracted by... Yield: 47.6%. Yields the product BrC=1C=C(C=C2C(C=C(OC12)N1CCOCC1)=O)C(=O)OC (methyl 8-bromo-2-morpholino-4-oxo-4H-chromene-6-carboxylate). Run at time 8 hour. Solvent: C1(=CC=CC=C1)C (toluene). RXN SMILES: [C:1]([C:4]1[CH:5]=[C:6]([CH:11]=[C:12]([Br:15])[C:13]=1[OH:14])[C:7]([O:9][CH3:10])=[O:8])(=[O:3])[CH3:2].C([O+]([B-](F)(F)F)CC)C.[Cl-].Cl[C:27](Cl)=[N+:28]1[CH2:33][CH2:32][O:31][CH2:30][CH2:29]1.CCOCC>C1(C)C=CC=CC=1>[Br:15][C:12]1[CH:11]=[C:6]([C:7]([O:9][CH3:10])=[O:8])[CH:5]=[C:4]2[C:13]=1[O:14][C:27]([N:28]1[CH2:33][CH2:32][O:31][CH2:30][CH2:29]1)=[CH:2][C:1]2=[O:3] |f:2.3|. Reported procedure: To a stirred solution methyl 3-acetyl-5-bromo-4-hydroxybenzoate (106 g, 388 mmol) in toluene (1 L) was added dropwise (diethyloxonio)trifluoroborate (0.201 L, 1630 mmol), under nitrogen. The resulting solution was left to stir overnight at room temperature, then 4-(dichloromethylene)morpholin-4-ium chloride (143 g, 698 mmol) was added and mixture heated at 90° C. for 12 h. Upon cooling to room temperature, ether (1.5 L) was added and the solid was collected by filtration. This solid was then sus... Starting materials: C(C)(=O)C=1C=C(C(=O)OC)C=C(C1O)Br (methyl 3-acetyl-5-bromo-4-hydroxybenzoate), C(C)[O+](CC)[B-](F)(F)F ((diethyloxonio)trifluoroborate), CCOCC (ether), [Cl-].ClC(=[N+]1CCOCC1)Cl (4-(dichloromethylene)morpholin-4-ium chloride). Starting materials: CCC(COC)Nc1nccc(-c2cc(F)c(OC)cc2Cl)c1[N+](=O)[O-], Cl[Sn]Cl. Yields the product CCC(COC)Nc1nccc(-c2cc(F)c(OC)cc2Cl)c1N. RXN SMILES: [Cl:1][c:2]1[c:3](-[c:11]2[c:12]([N+:24]([O-:25])=[O:26])[c:13]([NH:17][CH:18]([CH2:19][CH3:20])[CH2:21][O:22][CH3:23])[n:14][cH:15][cH:16]2)[cH:4][c:5]([F:10])[c:6]([O:8][CH3:9])[cH:7]1.[Sn:27]([Cl:28])[Cl:29]>>[Cl:1][c:2]1[c:3](-[c:11]2[c:12]([NH2:24])[c:13]([NH:17][CH:18]([CH2:19][CH3:20])[CH2:21][O:22][CH3:23])[n:14][cH:15][cH:16]2)[cH:4][c:5]([F:10])[c:6]([O:8][CH3:9])[cH:7]1.